Dataset: the Open Reaction Database (ORD), a public repository of structured organic reaction records. Task: describe an organic reaction: reactants, conditions, products, and yield The reactants are Cc1ccc(NCc2ccccc2)cc1, [Li]CCCC, C1CCCCC1, CCCCCC, CCOC(C)=O, CN(C)CCN(C)C, O=P(Cl)(Cl)c1ccccc1. Yields the product Cc1ccc(N2Cc3ccccc3P2(=O)c2ccccc2)cc1. As a reaction SMILES: [CH2:14]([c:15]1[cH:16][cH:17][cH:18][cH:19][cH:20]1)[NH:21][c:22]1[cH:23][cH:24][c:25]([CH3:28])[cH:26][cH:27]1.[CH2:1]([Li:2])[CH2:3][CH2:4][CH3:5].[CH2:51]1[CH2:52][CH2:53][CH2:54][CH2:55][CH2:56]1.[CH3:39][CH2:40][CH2:41][CH2:42][CH2:43][CH3:44].[CH3:45][CH2:46][O:47][C:48](=[O:49])[CH3:50].[CH3:6][N:7]([CH3:8])[CH2:9][CH2:10][N:11]([CH3:12])[CH3:13].[c:29]1([P:35](=[O:36])([Cl:37])[Cl:38])[cH:30][cH:31][cH:32][cH:33][cH:34]1>>[CH2:14]1[c:15]2[cH:16][cH:17][cH:18][cH:19][c:20]2[P:35]([c:29]2[cH:30][cH:31][cH:32][cH:33][cH:34]2)(=[O:36])[N:21]1[c:22]1[cH:23][cH:24][c:25]([CH3:28])[cH:26][cH:27]1. Reactants: lithium anion, CN1C(CCCCC1)=O (N-methylcaprolactam), C1(=CC=CC=C1)[Si](OC=1C#CC=CC1)(C1=CC=CC=C1)C1=CC=CC=C1 (m-triphenylsiloxybenzyne). The product is OC=1C=C(C=CC1)C1C(N(CCCC1)C)=O (Hexahydro-3-(3-hydroxyphenyl)-1-methyl-2H-azepin-2-one). Reaction SMILES: [CH3:1][N:2]1[CH2:8][CH2:7][CH2:6][CH2:5][CH2:4][C:3]1=[O:9].C1([Si](C2C=CC=CC=2)(C2C=CC=CC=2)[O:17][C:18]2[C:19]#[C:20][CH:21]=[CH:22][CH:23]=2)C=CC=CC=1>>[OH:17][C:18]1[CH:23]=[C:22]([CH:4]2[CH2:5][CH2:6][CH2:7][CH2:8][N:2]([CH3:1])[C:3]2=[O:9])[CH:21]=[CH:20][CH:19]=1. Procedure details: Following the procedure of Example 3, reaction of the lithium anion of N-methylcaprolactam with m-triphenylsiloxybenzyne (from o-chlorotriphenylsilyloxybenzene and lithium tetramethylpiperidide) followed by workup with aqueous acid gives the title compound m.p. 192°-3° C. (ethylacetate). Starting materials: C(Cl)(Cl)Cl (chloroform), FC=1C(=C2C(C(=CN(C2=C(C1F)OC)[C@H]1[C@H](C1)F)C(=O)OCC)=O)[N+](=O)[O-] (Ethyl 6,7-difluoro-1-[2-(S)-fluoro-1-(R)-cyclopropyl]-1,4-dihydro-8-methoxy-5-nitro-4-oxoquinoline-3-carboxylate), O (water), O.N (ammonia water). Run in CN(C=O)C (dimethyl formamide). The product is NC=1C(=C2C(C(=CN(C2=C(C1F)OC)[C@H]1[C@H](C1)F)C(=O)OCC)=O)[N+](=O)[O-] (Ethyl 6-amino-7-fluoro-1-[2-(S)-fluoro-1-(R)-cyclopropyl]-1,4-dihydro-8-methoxy-5-nitro-4-oxoquinoline-3-carboxylate). Yield: 64.0%. RXN SMILES: F[C:2]1[C:3]([N+:25]([O-:27])=[O:26])=[C:4]2[C:9](=[C:10]([O:13][CH3:14])[C:11]=1[F:12])[N:8]([C@@H:15]1[CH2:17][C@@H:16]1[F:18])[CH:7]=[C:6]([C:19]([O:21][CH2:22][CH3:23])=[O:20])[C:5]2=[O:24].O.[NH3:29].O.C(Cl)(Cl)Cl>CN(C)C=O>[NH2:29][C:2]1[C:3]([N+:25]([O-:27])=[O:26])=[C:4]2[C:9](=[C:10]([O:13][CH3:14])[C:11]=1[F:12])[N:8]([C@@H:15]1[CH2:17][C@@H:16]1[F:18])[CH:7]=[C:6]([C:19]([O:21][CH2:22][CH3:23])=[O:20])[C:5]2=[O:24] |f:1.2|. Reported procedure: Ethyl 6,7-difluoro-1-[2-(S)-fluoro-1-(R)-cyclopropyl]-1,4-dihydro-8-methoxy-5-nitro-4-oxoquinoline-3-carboxylate (13.96 g, 36.14 mmol) was dissolved in dimethyl formamide (180 ml), and 28% ammonia water (60 ml) was added dropwise in while stirring and cooling with ice. After stirring the reaction solution at room temperature for 64 hours, water (100 ml) was added to the reaction solution and then concentrated under a reduced pressure. The water-containing residue obtained was then subjected to e...